Dataset: the Open Reaction Database (ORD), a public repository of structured organic reaction records. Task: describe an organic reaction: reactants, conditions, products, and yield Starting materials: O=C([O-])[O-], CCOc1ccc(N)cn1, C1CCOC1, CCOC(=O)c1cnc2ccc(OCC)nc2c1Cl, Cl, [K+], [K+]. Product: Cl, CCOC(=O)c1cnc2ccc(OCC)nc2c1Nc1ccc(OCC)nc1. Reaction SMILES: [C:30](=[O:31])([O-:32])[O-:33].[CH2:20]([CH3:21])[O:22][c:23]1[n:24][cH:25][c:26]([NH2:29])[cH:27][cH:28]1.[CH2:37]1[O:38][CH2:39][CH2:40][CH2:41]1.[Cl:1][c:2]1[c:3]([C:15](=[O:16])[O:17][CH2:18][CH3:19])[cH:4][n:5][c:6]2[cH:7][cH:8][c:9]([O:12][CH2:13][CH3:14])[n:10][c:11]12.[ClH:36].[K+:34].[K+:35]>>[ClH:1].[c:2]1([NH:29][c:26]2[cH:25][n:24][c:23]([O:22][CH2:20][CH3:21])[cH:28][cH:27]2)[c:3]([C:15](=[O:16])[O:17][CH2:18][CH3:19])[cH:4][n:5][c:6]2[cH:7][cH:8][c:9]([O:12][CH2:13][CH3:14])[n:10][c:11]12. Solvent: C(C)O (ethanol). As a reaction SMILES: Br[CH:2]([CH2:8][CH2:9][CH2:10][CH2:11][CH2:12][CH2:13][CH2:14][O:15][CH:16]1[CH2:21][CH2:20][CH2:19][CH2:18][O:17]1)[C:3]([O:5][CH2:6][CH3:7])=[O:4].[OH:22][C:23]([CH3:33])([CH2:27][CH2:28][CH2:29][CH2:30][CH2:31][CH3:32])[CH2:24][CH2:25][NH2:26].C(=O)([O-])[O-].[Na+].[Na+]>C(O)C>[OH:22][C:23]([CH3:33])([CH2:27][CH2:28][CH2:29][CH2:30][CH2:31][CH3:32])[CH2:24][CH2:25][NH:26][CH:2]([CH2:8][CH2:9][CH2:10][CH2:11][CH2:12][CH2:13][CH2:14][O:15][CH:16]1[CH2:21][CH2:20][CH2:19][CH2:18][O:17]1)[C:3]([O:5][CH2:6][CH3:7])=[O:4] |f:2.3.4|. Reported procedure: Ethyl 2-bromo-9-tetrahydropyranyloxy-nonanoate (2.5 g) and 3-hydroxy-3-methylnonylamine (2.2 g) were refluxed together in dry ethanol (50 ml) containing sodium carbonate (726 mg) overnight. The ethanol was evaporated in vacuo and the residue was partitioned between ether and brine. The ether solution was washed with brine, dried and evaporated in vacuo. The resulting yellow gum was chromatographed on silica gel (100 g) using chloroform as eluant to give ethyl 2-(3'-hydroxy-3'-methyl-n-nonyl)amin... Product: OC(CCNC(C(=O)OCC)CCCCCCCOC1OCCCC1)(CCCCCC)C (ethyl 2-(3'-hydroxy-3'-methyl-n-nonyl)amino-9-tetrahydropyranyloxy-nonanoate). Isolated yield 40.5%. Reactants: BrC(C(=O)OCC)CCCCCCCOC1OCCCC1 (Ethyl 2-bromo-9-tetrahydropyranyloxy-nonanoate), OC(CCN)(CCCCCC)C (3-hydroxy-3-methylnonylamine), C([O-])([O-])=O.[Na+].[Na+] (sodium carbonate). Reactants: COC(C(C1=NC=NC(=C1)SC)C#N)=O (cyano-(6-methylsulfanyl-pyrimidin-4-yl)-acetic acid methyl ester), [Na+].[Cl-] (NaCl), O (water). Solvent: CS(=O)C (DMSO). The product is CSC1=CC(=NC=N1)CC#N ((6-methylsulfanyl-pyrimidin-4-yl)-acetonitrile). Reaction SMILES: COC(=O)[CH:4]([C:13]#[N:14])[C:5]1[CH:10]=[C:9]([S:11][CH3:12])[N:8]=[CH:7][N:6]=1.[Na+].[Cl-].O>CS(C)=O>[CH3:12][S:11][C:9]1[N:8]=[CH:7][N:6]=[C:5]([CH2:4][C:13]#[N:14])[CH:10]=1 |f:1.2|. Procedure details: A Smith vial (10-20 mL) is charged with cyano-(6-methylsulfanyl-pyrimidin-4-yl)-acetic acid methyl ester (0.83 g, 3.72 mmol), NaCl (1.0 g), water (1 mL) and DMSO. The vial is sealed and irradiated at 160° C. for 50 minutes in Smith Synthesizer. The reaction mixture is partitioned between ethyl acetate and brine, and then filtered through a pad of celite and washed with ethyl acetate. The organic layer is separated and washed with brine, dried over Na2SO4, filtered and concentrated. The crude pro... Reactants: COc1ccc(Br)c2[nH]c(C(F)(F)F)nc12, CCCC[N+](CCCC)(CCCC)CCCC, COc1ccc(CCl)cc1, CN(C)C=O, [H-], [I-], [Na+], O. The product is COc1ccc(Cn2c(C(F)(F)F)nc3c(OC)ccc(Br)c32)cc1. RXN SMILES: [Br:3][c:4]1[cH:5][cH:6][c:7]([O:17][CH3:18])[c:8]2[n:9][c:10]([C:13]([F:14])([F:15])[F:16])[nH:11][c:12]12.[CH2:36]([N+:37]([CH2:38][CH2:39][CH2:40][CH3:41])([CH2:42][CH2:43][CH2:44][CH3:45])[CH2:46][CH2:47][CH2:48][CH3:49])[CH2:50][CH2:51][CH3:52].[CH3:19][O:20][c:21]1[cH:22][cH:23][c:24]([CH2:25][Cl:26])[cH:27][cH:28]1.[CH3:30][N:31]([CH3:32])[CH:33]=[O:34].[H-:1].[I-:35].[Na+:2].[OH2:29]>>[Br:3][c:4]1[cH:5][cH:6][c:7]([O:17][CH3:18])[c:8]2[n:9][c:10]([C:13]([F:14])([F:15])[F:16])[n:11]([CH2:25][c:24]3[cH:23][cH:22][c:21]([O:20][CH3:19])[cH:28][cH:27]3)[c:12]12. Starting materials: ClCC=O (chloroacetaldehyde), CC1=CC=CC(=N1)NC([S-])=S.C(C)[NH+](CC)CC (triethylammonium (6-methylpyrid-2-yl)-dithiocarbamate), C(C)O (ethanol). The solvent is C(Cl)(Cl)Cl (chloroform), C(C)OCC (diethyl ether), O (water). Run at temperature 2 celsius, time 2 hour. Yields the product OC1N(C(SC1)=S)C1=NC(=CC=C1)C (4-Hydroxy-3-(6-methylpyrid-2-yl)-thiazolidine-2-thione). The yield is 70.5%. RXN SMILES: Cl[CH2:2][CH:3]=[O:4].[CH3:5][C:6]1[N:11]=[C:10]([NH:12][C:13](=[S:15])[S-:14])[CH:9]=[CH:8][CH:7]=1.C([NH+](CC)CC)C.C(O)C>O.C(Cl)(Cl)Cl.C(OCC)C>[OH:4][CH:3]1[CH2:2][S:15][C:13](=[S:14])[N:12]1[C:10]1[CH:9]=[CH:8][CH:7]=[C:6]([CH3:5])[N:11]=1 |f:1.2|. Reported procedure: A 50% (by weight) aqueous solution of chloroacetaldehyde (28.4 g) is added, at a maximum temperature of 30° C., to a solution of triethylammonium (6-methylpyrid-2-yl)-dithiocarbamate (51.5 g) in distilled water (225 cc). The reaction is continued for 2 hours at 20°-30° C. The resulting crystals are separated by filtration, washed five times with distilled water (total 125 cc) and dried in air at 20° C. The product obtained (37.0 g; m.p. 127° C.) is dissolved in a mixture of chloroform (600 cc) a... The reactants are S(O)(O)(=O)=O (sulphuric acid), O (water), OCCCCCCCC1C2(OCCO2)CCC1C=CC(COCCC)=O (6-(7-hydroxyhepty)-7-(3-oxo-4-propoxybut-1-enyl)-1,4-dioxaspiro[4,4]nonane), C(C)OCC (Diethyl ether). The reagents and catalysts are [O-2].[O-2].[O-2].[Cr+6] (Chromium trioxide). The solvent is CN(C=O)C (dimethylformamide), CN(C=O)C (dimethylformamide). Run at time 1 hour. Yields the product O=C(C=CC1C(C2(OCCO2)CC1)CCCCCCC(=O)O)COCCC (7-{7-(3-oxo-4-propoxybut-1-enyl)-1,4-dioxaspiro[ 4,4]-non-6-yl}heptanoic acid). RXN SMILES: [OH:1][CH2:2][CH2:3][CH2:4][CH2:5][CH2:6][CH2:7][CH2:8][CH:9]1[CH:17]([CH:18]=[CH:19][C:20](=[O:26])[CH2:21][O:22][CH2:23][CH2:24][CH3:25])[CH2:16][CH2:15][C:10]21[O:14][CH2:13][CH2:12][O:11]2.S(=O)(=O)(O)[OH:28].C(OCC)C.O>CN(C)C=O.[O-2].[O-2].[O-2].[Cr+6]>[O:26]=[C:20]([CH2:21][O:22][CH2:23][CH2:24][CH3:25])[CH:19]=[CH:18][CH:17]1[CH2:16][CH2:15][C:10]2([O:14][CH2:13][CH2:12][O:11]2)[CH:9]1[CH2:8][CH2:7][CH2:6][CH2:5][CH2:4][CH2:3][C:2]([OH:28])=[O:1] |f:5.6.7.8|. Procedure details: Chromium trioxide (9.8 g.) (dried over phosphorus pentoxide) was added portionwise with stirring to a solution of 6-(7-hydroxyhepty)-7-(3-oxo-4-propoxybut-1-enyl)-1,4-dioxaspiro[4,4]nonane (8.6 g.) in dry dimethylformamide (130 ml.) at a temperature lower than 0° C. Concentrated sulphuric acid (3.5 ml.) in dimethylformamide (130 ml.) was added and the mixture stirred at below 10° C. for 1 hour. Diethyl ether was added followed by a minimum quantity of water to produce two readily separable layer...